This data is from the Open Reaction Database (ORD), a public repository of structured organic reaction records. The task is: describe an organic reaction: reactants, conditions, products, and yield The reactants are FC1=C(C=CC=C1)COC1=CC=C(C=C1)[C@H]1CC[C@H](N1)C(=O)N ((5R)-5-(4-{[(2-Fluorophenyl)methyl]oxy}phenyl)-L-prolinamide), CS(=O)(=O)O (methanesulfonic acid). Run in CCOC(=O)C (EtOAc). Run at temperature 60 celsius, time 2 day. Yields the product CS(=O)(=O)O.FC1=C(C=CC=C1)COC1=CC=C(C=C1)[C@H]1CC[C@H](N1)C(=O)N ((5R)-5-(4-{[(2-fluorophenyl)methyl]oxy}phenyl)-L-prolinamide methanesulfonate). Reaction SMILES: [F:1][C:2]1[CH:7]=[CH:6][CH:5]=[CH:4][C:3]=1[CH2:8][O:9][C:10]1[CH:15]=[CH:14][C:13]([C@@H:16]2[NH:20][C@H:19]([C:21]([NH2:23])=[O:22])[CH2:18][CH2:17]2)=[CH:12][CH:11]=1.[CH3:24][S:25]([OH:28])(=[O:27])=[O:26]>CCOC(C)=O>[CH3:24][S:25]([OH:28])(=[O:27])=[O:26].[F:1][C:2]1[CH:7]=[CH:6][CH:5]=[CH:4][C:3]=1[CH2:8][O:9][C:10]1[CH:15]=[CH:14][C:13]([C@@H:16]2[NH:20][C@H:19]([C:21]([NH2:23])=[O:22])[CH2:18][CH2:17]2)=[CH:12][CH:11]=1 |f:3.4|. Reported procedure: EtOAc (6 ml) was added to (5R)-5-(4-{[(2-Fluorophenyl)methyl]oxy}phenyl)-L-prolinamide (300 mg) and this was heated at 60° C. for an hour to dissolve the compound. Then methanesulfonic acid (65 μl, 1.05 eq) was added to the solution and as soon as the acid was added, the solution went cloudy. This was then left to temperature cycle (0-40° C.) for 2 days. The compound was isolated by filtration as a white solid, washed with EtOAc and dried in vacuo at 40° C. overweek-end to afford 335 mg of the t... Starting materials: C1(=CC=CC=C1)C1(OC=2C(C=CC2)=CC1)CC(=O)O (2-phenyl-7-benzofuranacetic acid), CO (methanol), C1(=CC=C(C=C1)S(=O)(=O)O)C (p-toluene sulfonic acid). The solvent is O (water). Product: C1(=CC=CC=C1)C1(OC=2C(C=CC2)=CC1)CC(=O)OC (Methyl 2-phenyl-7-benzofuranacetate). The yield is 228.2%. As a reaction SMILES: [C:1]1([C:7]2([CH2:16][C:17]([OH:19])=[O:18])[CH2:15][CH:14]=[C:10]3[CH:11]=[CH:12][CH:13]=[C:9]3[O:8]2)[CH:6]=[CH:5][CH:4]=[CH:3][CH:2]=1.CO.[C:22]1(C)C=CC(S(O)(=O)=O)=CC=1>O>[C:1]1([C:7]2([CH2:16][C:17]([O:19][CH3:22])=[O:18])[CH2:15][CH:14]=[C:10]3[CH:11]=[CH:12][CH:13]=[C:9]3[O:8]2)[CH:2]=[CH:3][CH:4]=[CH:5][CH:6]=1. Reported procedure: A solution of 20.45 g of the product of Step B, 200 ml of methanol and 6 g of p-toluene sulfonic acid was refluxed for one hour and the solution was brought to dryness, then poured into water. Extraction was carried out with methylene chloride and the extracts were dried, filtered and concentrated to obtain 21.33 g of the desired product with a Rf =0.33 (eluant: hexane - methylene chloride (60-40)). Reactants: N1(CCCCC1)CC1NCCSC1 (3-(piperidinomethyl)thiomorpholine), ClC=1C=C2C(CCC(C2=CC1Cl)C(=O)Cl)=O (6,7-dichloro-1,2,3,4-tetrahydro-4-oxo-1-naphthoyl chloride). The solvent is C(C)N(CC)CC (triethylamine). Yields the product Cl.ClC=1C=C2C(CCC(C2=CC1Cl)C(=O)N1C(CSCC1)CN1CCCCC1)=O (4-(6,7-dichloro 1,2,3,4-tetrahydro-4-oxo-1-naphthoyl)-3-(piperidinomethyl)thiomorpholine hydrochloride). Isolated yield 121.1%. Reaction SMILES: [N:1]1([CH2:7][CH:8]2[CH2:13][S:12][CH2:11][CH2:10][NH:9]2)[CH2:6][CH2:5][CH2:4][CH2:3][CH2:2]1.[Cl:14][C:15]1[CH:16]=[C:17]2[C:22](=[CH:23][C:24]=1[Cl:25])[CH:21]([C:26](Cl)=[O:27])[CH2:20][CH2:19][C:18]2=[O:29]>C(N(CC)CC)C>[ClH:14].[Cl:14][C:15]1[CH:16]=[C:17]2[C:22](=[CH:23][C:24]=1[Cl:25])[CH:21]([C:26]([N:9]1[CH2:10][CH2:11][S:12][CH2:13][CH:8]1[CH2:7][N:1]1[CH2:2][CH2:3][CH2:4][CH2:5][CH2:6]1)=[O:27])[CH2:20][CH2:19][C:18]2=[O:29] |f:3.4|. Reported procedure: The procedure described in Example 24 was repeated, but using 2.0 g of 3-(piperidinomethyl)thiomorpholine, 2.2 ml of triethylamine and 3.52 g of 6,7-dichloro-1,2,3,4-tetrahydro-4-oxo-1-naphthoyl chloride, to afford 3.67 g of the title compound, melting at 245°-254° C. (dec.). The reactants are Cl (HCl), CN1C2=C(C=3C=CC(=CC13)N1N=CC(=CC1=O)OCC=1C=NC(=CC1)C(F)(F)F)CN(CCC2)C(=O)OC(C)(C)C (tert-butyl 6-methyl-8-(6-oxo-4-((6-(trifluoromethyl)pyridin-3-yl)methoxy)pyridazin-1(6H)-yl)-3,4,5,6-tetrahydroazepino[4,3-b]indole-2(1H)-carboxylate). Solvent: CO (MeOH). Conditions: time 18 hour. Product: Cl.CN1C2=C(C=3C=CC(=CC13)N1N=CC(=CC1=O)OCC=1C=NC(=CC1)C(F)(F)F)CNCCC2 (2-(6-Methyl-1,2,3,4,5,6-hexahydroazepino[4,3-b]indol-8-yl)-5-((6-(trifluoromethyl)pyridin-3-yl)methoxy)pyridazin-3(2H)-one hydrochloride). The yield is 61.0%. RXN SMILES: [ClH:1].[CH3:2][N:3]1[C:11]2[CH:10]=[C:9]([N:12]3[C:17](=[O:18])[CH:16]=[C:15]([O:19][CH2:20][C:21]4[CH:22]=[N:23][C:24]([C:27]([F:30])([F:29])[F:28])=[CH:25][CH:26]=4)[CH:14]=[N:13]3)[CH:8]=[CH:7][C:6]=2[C:5]2[CH2:31][N:32](C(OC(C)(C)C)=O)[CH2:33][CH2:34][CH2:35][C:4]1=2>CO>[ClH:1].[CH3:2][N:3]1[C:11]2[CH:10]=[C:9]([N:12]3[C:17](=[O:18])[CH:16]=[C:15]([O:19][CH2:20][C:21]4[CH:22]=[N:23][C:24]([C:27]([F:29])([F:30])[F:28])=[CH:25][CH:26]=4)[CH:14]=[N:13]3)[CH:8]=[CH:7][C:6]=2[C:5]2[CH2:31][NH:32][CH2:33][CH2:34][CH2:35][C:4]1=2 |f:3.4|. Procedure: 1.25 M HCl in MeOH (4.0 mL) was added to tert-butyl 6-methyl-8-(6-oxo-4-((6-(trifluoromethyl)pyridin-3-yl)methoxy)pyridazin-1(6H)-yl)-3,4,5,6-tetrahydroazepino[4,3-b]indole-2(1H)-carboxylate (43 mg, 0.075 mmol), and the resulting solution was stirred under N2 at ambient temperature for 18 h. The solution was concentrated under reduced pressure, and the resulting residue was diluted with MeOH (1.0 mL) and Et2O (10 mL). The resulting solids were collected by filtration to provide the title compoun...